From a dataset of the Open Reaction Database (ORD), a public repository of structured organic reaction records. describe an organic reaction: reactants, conditions, products, and yield Starting materials: CCOC(=O)Cl, O=C(NCC1CNCCO1)c1c[nH]c2c(-c3c(OCC4CC4)ccc4c3OCO4)ncnc12. Product: CCOC(=O)N1CCOC(CNC(=O)c2c[nH]c3c(-c4c(OCC5CC5)ccc5c4OCO5)ncnc23)C1. Reaction SMILES: [Cl:34][C:35](=[O:36])[O:37][CH2:38][CH3:39].[O:1]1[CH:2]([CH2:7][NH:8][C:9](=[O:10])[c:11]2[cH:12][nH:13][c:14]3[c:15]2[n:16][cH:17][n:18][c:19]3-[c:20]2[c:21]([O:29][CH2:30][CH:31]3[CH2:32][CH2:33]3)[cH:22][cH:23][c:24]3[c:28]2[O:27][CH2:26][O:25]3)[CH2:3][NH:4][CH2:5][CH2:6]1>>[O:1]1[CH:2]([CH2:7][NH:8][C:9](=[O:10])[c:11]2[cH:12][nH:13][c:14]3[c:15]2[n:16][cH:17][n:18][c:19]3-[c:20]2[c:21]([O:29][CH2:30][CH:31]3[CH2:32][CH2:33]3)[cH:22][cH:23][c:24]3[c:28]2[O:27][CH2:26][O:25]3)[CH2:3][N:4]([C:35](=[O:36])[O:37][CH2:38][CH3:39])[CH2:5][CH2:6]1. The reactants are CSc1ccc(C(=CC2CCCC2)C(=O)O)cn1, CN(C)C=O, On1nnc2ccccc21, Nc1nccs1. Yields the product CSc1ccc(C(=CC2CCCC2)C(=O)Nc2nccs2)cn1. RXN SMILES: [CH:1]1([CH:6]=[C:7]([C:8](=[O:9])[OH:10])[c:11]2[cH:12][n:13][c:14]([S:17][CH3:18])[cH:15][cH:16]2)[CH2:2][CH2:3][CH2:4][CH2:5]1.[O:35]=[CH:36][N:37]([CH3:38])[CH3:39].[OH:19][n:20]1[c:21]2[c:22]([cH:23][cH:24][cH:25][cH:26]2)[n:27][n:28]1.[s:29]1[c:30]([NH2:34])[n:31][cH:32][cH:33]1>>[CH:1]1([CH:6]=[C:7]([C:8](=[O:10])[NH:34][c:30]2[s:29][cH:33][cH:32][n:31]2)[c:11]2[cH:12][n:13][c:14]([S:17][CH3:18])[cH:15][cH:16]2)[CH2:2][CH2:3][CH2:4][CH2:5]1. The solvent is C(CC(O)(C(=O)O)CC(=O)O)(=O)O (citric acid), O (water). The reagents and catalysts are O.O.O.O.O.S(=O)(=O)([O-])[O-].[Cu+2] (copper(II) sulfate pentahydrate). Product: C(C=C)NC=1C=C(C(=O)O)C=C(N1)OC (2-Allylamino-6-methoxy-isonicotinic acid). Reaction SMILES: [CH2:1]([NH2:4])[CH:2]=[CH2:3].C([N:8]([C:23]([O:25][CH2:26]C1C=CC=CC=1)=O)[C:9]1[CH:10]=[C:11]([CH:15]=C(C2OC=CN=2)C=1)[C:12]([OH:14])=[O:13])C=C>O.C(O)(=O)CC(CC(O)=O)(C(O)=O)O.O.O.O.O.O.S([O-])([O-])(=O)=O.[Cu+2]>[CH2:1]([NH:4][C:9]1[CH:10]=[C:11]([CH:15]=[C:23]([O:25][CH3:26])[N:8]=1)[C:12]([OH:14])=[O:13])[CH:2]=[CH2:3] |f:4.5.6.7.8.9.10|. The reactants are C(C=C)N (allylamine), C(C=C)N(C=1C=C(C(=O)O)C=C(C1)C=1OC=CN1)C(=O)OCC1=CC=CC=C1 (3-(allyl-benzyloxycarbonyl-amino)-5-oxazol-2-yl-benzoic acid). Conditions: temperature 160 celsius, time 4 hour. Procedure details: A mixture of 3.97 ml (52 mmol, 10 eq) allylamine, 0.97 g (5.2 mmol, 1 eq) 2-chloro-6-methoxy-isonicotinic acid (see building block A3) and 1.29 g (5.2 mmol, 1 eq)-copper(II) sulfate pentahydrate in 10 ml water is heated in a closed vessel during 2.5 h at a bath temperature of 160° C. After cooling to rt the mixture is diluted with 400 ml aq 10% citric acid and extracted with EtOAc. The extracts are washed with water and brine, dried over sodium sulfate and the solvents are evaporated at reduced ... Starting materials: N1C=NC=C1 (1H-imidazole), FC(S(=O)(=O)O[Si](C(C)C)(C(C)C)C(C)C)(F)F (triisopropylsilyl trifluoromethanesulfonate), FC=1C=C2C=CC(=NC2=C(C1)O)C (6-fluoro-2-methylquinolin-8-ol). The solvent is C(Cl)Cl (methylene chloride). Conditions: time 13 hour. Product: FC=1C=C2C=CC(=NC2=C(C1)O[Si](C(C)C)(C(C)C)C(C)C)C (6-fluoro-2-methyl-8-(triisopropylsilyloxy)quinoline). The yield is 98.1%. Reaction SMILES: [F:1][C:2]1[CH:3]=[C:4]2[C:9](=[C:10]([OH:12])[CH:11]=1)[N:8]=[C:7]([CH3:13])[CH:6]=[CH:5]2.N1C=CN=C1.FC(F)(F)S(O[Si:25]([CH:32]([CH3:34])[CH3:33])([CH:29]([CH3:31])[CH3:30])[CH:26]([CH3:28])[CH3:27])(=O)=O>C(Cl)Cl>[F:1][C:2]1[CH:3]=[C:4]2[C:9](=[C:10]([O:12][Si:25]([CH:32]([CH3:34])[CH3:33])([CH:29]([CH3:31])[CH3:30])[CH:26]([CH3:28])[CH3:27])[CH:11]=1)[N:8]=[C:7]([CH3:13])[CH:6]=[CH:5]2. Procedure details: 6-fluoro-2-methylquinolin-8-ol (19.0 g, 107 mmol) was dissolved in methylene chloride (300 mL) and treated with 1H-imidazole (10.9 g, 160 mmol) and triisopropylsilyl trifluoromethanesulfonate (33.1 mL, 123 mmol). The reaction was stirred at ambient temperature for 13 hours. The reaction mixture was quenched with saturated NH4Cl and separated. The organic layer was washed twice with saturated NH4Cl, dried over Na2SO4 and concentrated in vacuo to provide the desired product (35 g). Reactants: Cl.NCC1=C(C=C(C=C1)C1=NOC(=N1)C)NCC(=O)OCC1=CC=CC=C1 (Benzyl 2-(2-(aminomethyl)-5-(5-methyl-1,2,4-oxadiazol-3-yl)phenylamino)acetate hydrochloride), C(C1=CC(=CC=C1)OC)(=O)O (m-anisic acid). Yields the product C(N)(=N)C=1C=CC(=C(C1)NCC(=O)O)CNC(C1=CC(=CC=C1)OC)=O (2-(5-Carbamimidoyl-2-((3-methoxybenzamido)methyl)phenylamino)acetic acid). As a reaction SMILES: Cl.[NH2:2][CH2:3][C:4]1[CH:9]=[CH:8][C:7]([C:10]2[N:14]=C(C)O[N:11]=2)=[CH:6][C:5]=1[NH:16][CH2:17][C:18]([O:20]CC1C=CC=CC=1)=[O:19].[C:28](O)(=[O:37])[C:29]1[CH:34]=[CH:33][CH:32]=[C:31]([O:35][CH3:36])[CH:30]=1>>[C:10]([C:7]1[CH:8]=[CH:9][C:4]([CH2:3][NH:2][C:28](=[O:37])[C:29]2[CH:34]=[CH:33][CH:32]=[C:31]([O:35][CH3:36])[CH:30]=2)=[C:5]([NH:16][CH2:17][C:18]([OH:20])=[O:19])[CH:6]=1)(=[NH:11])[NH2:14] |f:0.1|. Procedure: Compound 58d was reacted with m-anisic acid and subsequently hydrogenated according to the procedure described in Example 58, to give example 66. ESI-MS m/e 357.5 (M+1). The reactants are B, CCCCCCCOc1ccc(C=O)cc1, CC(C)O, [Na], O. The product is CCCCCCCOc1ccc(CO)cc1. As a reaction SMILES: [BH3:1].[CH2:3]([CH2:4][CH2:5][CH2:6][CH2:7][CH2:8][CH3:9])[O:10][c:11]1[cH:12][cH:13][c:14]([CH:15]=[O:16])[cH:17][cH:18]1.[CH:20]([OH:21])([CH3:22])[CH3:23].[Na:2].[OH2:19]>>[CH2:3]([CH2:4][CH2:5][CH2:6][CH2:7][CH2:8][CH3:9])[O:10][c:11]1[cH:12][cH:13][c:14]([CH2:15][OH:16])[cH:17][cH:18]1. Starting materials: ice water, BrC1=CC=C(C=C1)C1=CC(=C(C(O1)=O)C(=O)OC)SC (methyl 6-(4-bromophenyl)-4-(methylthio)-2-oxo-2H-pyran-3-carboxylate), C1(=CC=CC=C1)N1N=C2CCCC(C2=C1)=O (2-phenyl-6,7-dihydro-2H-indazol-4(5H)-one), [OH-].[K+] (KOH), Cl (HCl). Run in CN(C)C=O (DMF). Run at temperature 25 celsius, time 6 hour. Product: BrC1=CC=C(C=C1)C1=CC(=C(C=2C3=CN(N=C3CCC21)C2=CC=CC=C2)C(=O)OC)SC (methyl 6-(4-bromophenyl)-8-(methylthio)-2-phenyl-4,5-dihydro-2H-benzo[e]indazole-9-carboxylate). Isolated yield 62.7%. RXN SMILES: [Br:1][C:2]1[CH:7]=[CH:6][C:5]([C:8]2O[C:12](=O)[C:11]([C:15]([O:17][CH3:18])=[O:16])=[C:10]([S:19][CH3:20])[CH:9]=2)=[CH:4][CH:3]=1.[C:21]1([N:27]2[CH:35]=[C:34]3[C:29]([CH2:30][CH2:31][CH2:32]C3=O)=[N:28]2)[CH:26]=[CH:25][CH:24]=[CH:23][CH:22]=1.[OH-].[K+].Cl>CN(C=O)C>[Br:1][C:2]1[CH:7]=[CH:6][C:5]([C:8]2[C:32]3[CH2:31][CH2:30][C:29]4[C:34](=[CH:35][N:27]([C:21]5[CH:22]=[CH:23][CH:24]=[CH:25][CH:26]=5)[N:28]=4)[C:12]=3[C:11]([C:15]([O:17][CH3:18])=[O:16])=[C:10]([S:19][CH3:20])[CH:9]=2)=[CH:4][CH:3]=1 |f:2.3|. Procedure details: A mixture of methyl 6-(4-bromophenyl)-4-(methylthio)-2-oxo-2H-pyran-3-carboxylate (353 mg, 1 mmol), 2-phenyl-6,7-dihydro-2H-indazol-4(5H)-one (212 mg, 1 mmol) and powdered KOH (84 mg, 1.5 mmol) in dry DMF (5 mL) was stirred at 25° C. for 6 hr. At the end the reaction mixture was poured into ice water with vigorous stirring and finally neutralized with dilute HCl. The solid thus obtained was filtered and purified on a neutral alumina column using 15% chloroform in hexane as eluent to yield 317 mg...